describe an organic reaction: reactants, conditions, products, and yield From a dataset of the Open Reaction Database (ORD), a public repository of structured organic reaction records. Procedure: Colloid preparation: the solution of cerium nitrate and the solution of sodium carbonate are simultaneously dropped in one beaker at 55° C., PH=9 to obtain an alkali cerium carbonate colloid. The colloid was washed 5 times with distilled water. If the above solution of sodium carbonate is replaced by the solution of potassium carbonate, ammonia, sodium hydroxide and/or potassium hydroxide as precipitator, the corresponding colloid or precipitates will be obtained. Product: C([O-])([O-])=O.[Ce+3].C([O-])([O-])=O.C([O-])([O-])=O.[Ce+3] (cerium carbonate). RXN SMILES: [N+]([O-])([O-])=O.[Ce+3:5].[N+]([O-])([O-])=O.[N+]([O-])([O-])=O.[C:14](=[O:17])([O-:16])[O-:15].[Na+].[Na+]>>[C:14](=[O:15])([O-:17])[O-:16].[Ce+3:5].[C:14](=[O:15])([O-:17])[O-:16].[C:14](=[O:15])([O-:17])[O-:16].[Ce+3:5] |f:0.1.2.3,4.5.6,7.8.9.10.11|. The reactants are [N+](=O)([O-])[O-].[Ce+3].[N+](=O)([O-])[O-].[N+](=O)([O-])[O-] (cerium nitrate), C([O-])([O-])=O.[Na+].[Na+] (sodium carbonate). Starting materials: CC(C)(C)[O-].[K+] (KOtBu), BrC=1C=C(C=CC1)CO ((3-bromophenyl)methanol), ClC1=NC=C(C(=N1)N)F (2-chloro-5-fluoropyrimidine-4-ylamine). The solvent is O (water). Run at temperature 90 celsius, time 4 hour. Product: BrC=1C=C(COC2=NC=C(C(=N2)N)F)C=CC1 (2-(3-Bromobenzyloxy)-5-fluoropyrimidin-4-ylamine). Yield: 49.3%. As a reaction SMILES: CC([O-])(C)C.[K+].[Br:7][C:8]1[CH:9]=[C:10]([CH2:14][OH:15])[CH:11]=[CH:12][CH:13]=1.Cl[C:17]1[N:22]=[C:21]([NH2:23])[C:20]([F:24])=[CH:19][N:18]=1>O>[Br:7][C:8]1[CH:9]=[C:10]([CH:11]=[CH:12][CH:13]=1)[CH2:14][O:15][C:17]1[N:22]=[C:21]([NH2:23])[C:20]([F:24])=[CH:19][N:18]=1 |f:0.1|. Procedure: To a magnetically stirred mixture of KOtBu (1.0 M in tBuOH, 1.36 ml, 1.36 mmol) was added (3-bromophenyl)methanol (0.25 g, 1.36 mmol). To the resulting solution was added 2-chloro-5-fluoropyrimidine-4-ylamine (0.10 g, 0.68 mmol) and the mixture was capped and stirred at 90° C. for 4 h. The reaction mixture was cooled to room temperature, diluted with water, and the resulting precipitate was collected by filtration. The solid was washed with water, washed with cyclohexane, and dried in the vacuum... The reactants are ClC1=CC=C(C=C1)CC(=O)OC (methyl p-chlorophenylacetate), CBr (methyl bromide). The product is ClC1=CC=C(C=C1)C(C(=O)OC)C (methyl p-chloro(α-methyl)phenylacetate), ClC1=CC=C(C=C1)C(C(=O)O)C (p-chloro(α-methyl)phenylacetic acid). As a reaction SMILES: [Cl:1][C:2]1[CH:7]=[CH:6][C:5]([CH2:8][C:9]([O:11][CH3:12])=[O:10])=[CH:4][CH:3]=1.[CH3:13]Br>>[Cl:1][C:2]1[CH:3]=[CH:4][C:5]([CH:8]([CH3:13])[C:9]([O:11][CH3:12])=[O:10])=[CH:6][CH:7]=1.[Cl:1][C:2]1[CH:7]=[CH:6][C:5]([CH:8]([CH3:13])[C:9]([OH:11])=[O:10])=[CH:4][CH:3]=1. Procedure: The same reaction and the same treatment as in Example 1 were followed using methyl p-chlorophenylacetate and methyl bromide, producing methyl p-chloro(α-methyl)phenylacetate in a yield of 83% and p-chloro(α-methyl)phenylacetic acid in a yield of 5%. The spectral data of the ester were as follows. Starting materials: COC(=O)[C@@H]1CC[C@H](CC1)OC1=C(C=CC=C1)C (trans-4-o-tolyloxy-cyclohexanecarboxylic acid methyl ester), O.NN (hydrazine hydrate). Solvent: C1(=CC=CC=C1)C (toluene). Reaction conditions: temperature 120 celsius. The product is C1(=C(C=CC=C1)O[C@@H]1CC[C@H](CC1)C(=O)NN)C (trans-4-o-Tolyloxy-cyclohexanecarboxylic acid hydrazide). The yield is 816.6%. As a reaction SMILES: C[O:2][C:3]([C@H:5]1[CH2:10][CH2:9][C@H:8]([O:11][C:12]2[CH:17]=[CH:16][CH:15]=[CH:14][C:13]=2[CH3:18])[CH2:7][CH2:6]1)=O.O.[NH2:20][NH2:21]>C1(C)C=CC=CC=1>[C:13]1([CH3:18])[CH:14]=[CH:15][CH:16]=[CH:17][C:12]=1[O:11][C@H:8]1[CH2:9][CH2:10][C@H:5]([C:3]([NH:20][NH2:21])=[O:2])[CH2:6][CH2:7]1 |f:1.2|. Procedure: A mixture of trans-4-o-tolyloxy-cyclohexanecarboxylic acid methyl ester (0.091 g, 0.36 mmol) and hydrazine hydrate (0.02 ml, 0.36 mmol) was heated at 120° C. for 22 h. After cooling to room temperature the reaction mixture was suspended in toluene. After evaporation of the solvent the residue was dried in high vacuo (1-2 mbar) to give the crude title compound (0.73 g, 81%) as white solid, which was used in the next step without further purification. The reactants are CCO, COc1ccc(-c2ccccc2N=C=S)cc1, N. RXN SMILES: [CH3:19][CH2:20][OH:21].[CH3:1][O:2][c:3]1[cH:4][cH:5][c:6](-[c:9]2[c:10]([N:15]=[C:16]=[S:17])[cH:11][cH:12][cH:13][cH:14]2)[cH:7][cH:8]1.[NH3:18]>>[CH3:1][O:2][c:3]1[cH:4][cH:5][c:6](-[c:9]2[c:10]([NH:15][C:16](=[S:17])[NH2:18])[cH:11][cH:12][cH:13][cH:14]2)[cH:7][cH:8]1. Product: COc1ccc(-c2ccccc2NC(N)=S)cc1. Reactants: FC(OC1=CC=C(C=C1)/C=C/C(=O)OCCC1=C(C=C(C=C1)[N+](=O)[O-])[N+](=O)[O-])(C1=CC=C(C=C1)OCCCC(F)(F)F)F (2-(2,4-dinitrophenyl)ethyl (2E)-3-(4-{difluoro[4-(4,4,4-trifluorobutoxy)-phenyl]methoxy}phenyl)prop-2-enoate), ferric chloride hexahydrate. Reagents/catalysts: [Zn] (zinc). Run in CN(C=O)C (N,N-dimethyl-formamide), O (water). Product: FC(OC1=CC=C(C=C1)/C=C/C(=O)OCCC1=C(C=C(C=C1)N)N)(C1=CC=C(C=C1)OCCCC(F)(F)F)F (2-(2,4-diaminophenyl)ethyl (2E)-3-(4-{difluoro[4-(4,4,4-trifluorobutoxy)phenyl]methoxy}phenyl)prop-2-enoate). Isolated yield 71.5%. As a reaction SMILES: [F:1][C:2]([F:43])([C:29]1[CH:34]=[CH:33][C:32]([O:35][CH2:36][CH2:37][CH2:38][C:39]([F:42])([F:41])[F:40])=[CH:31][CH:30]=1)[O:3][C:4]1[CH:9]=[CH:8][C:7](/[CH:10]=[CH:11]/[C:12]([O:14][CH2:15][CH2:16][C:17]2[CH:22]=[CH:21][C:20]([N+:23]([O-])=O)=[CH:19][C:18]=2[N+:26]([O-])=O)=[O:13])=[CH:6][CH:5]=1>CN(C)C=O.O.[Zn]>[F:1][C:2]([F:43])([C:29]1[CH:30]=[CH:31][C:32]([O:35][CH2:36][CH2:37][CH2:38][C:39]([F:42])([F:41])[F:40])=[CH:33][CH:34]=1)[O:3][C:4]1[CH:9]=[CH:8][C:7](/[CH:10]=[CH:11]/[C:12]([O:14][CH2:15][CH2:16][C:17]2[CH:22]=[CH:21][C:20]([NH2:23])=[CH:19][C:18]=2[NH2:26])=[O:13])=[CH:6][CH:5]=1. Reported procedure: 5.11 g (8.38 mmol) of 2-(2,4-dinitrophenyl)ethyl (2E)-3-(4-{difluoro[4-(4,4,4-trifluorobutoxy)-phenyl]methoxy}phenyl)prop-2-enoate are dissolved in a mixture of 54 mL of N,N-dimethyl-formamide and 6 mL water. 13.9 g (51.4 mmol) ferric chloride hexahydrate is added. 5.60 g (85.7 mmol) zinc powder is added portion wise within 60 minutes. The mixture is allowed to react for 2 hours. The reaction mixture is partitioned between ethyl acetate and water and filtrated. The organic phase is washed repeat... Reactants: C1CCOC1, COc1cc2oc(=O)c(-c3ccc(C(F)(F)F)cc3)c(Cc3ccc(OC(=O)C(C)(C)C)cc3)c2cc1C, [Li+], [OH-], O, O. The product is COc1cc2oc(=O)c(-c3ccc(C(F)(F)F)cc3)c(Cc3ccc(O)cc3)c2cc1C. As a reaction SMILES: [CH2:42]1[O:43][CH2:44][CH2:45][CH2:46]1.[CH3:1][O:2][c:3]1[c:4]([CH3:38])[cH:5][c:6]2[c:7]([CH2:24][c:25]3[cH:26][cH:27][c:28]([O:31][C:32](=[O:33])[C:34]([CH3:35])([CH3:36])[CH3:37])[cH:29][cH:30]3)[c:8](-[c:14]3[cH:15][cH:16][c:17]([C:20]([F:21])([F:22])[F:23])[cH:18][cH:19]3)[c:9](=[O:13])[o:10][c:11]2[cH:12]1.[Li+:40].[OH-:39].[OH2:41].[OH2:47]>>[CH3:1][O:2][c:3]1[c:4]([CH3:38])[cH:5][c:6]2[c:7]([CH2:24][c:25]3[cH:26][cH:27][c:28]([OH:31])[cH:29][cH:30]3)[c:8](-[c:14]3[cH:15][cH:16][c:17]([C:20]([F:21])([F:22])[F:23])[cH:18][cH:19]3)[c:9](=[O:13])[o:10][c:11]2[cH:12]1. The reactants are [OH-].[Na+] (sodium hydroxide), C(C)C1=NC2=CC=CC=C2C(=C1)OCC1=CC=C(C=C1)C=1C(=CC=CC1)C(=O)OC (methyl 4'-[(2-ethylquinolin-4-yloxy)methyl]biphenyl-2- carboxylate). The solvent is C(C)O (ethanol). Yields the product C(C)C1=NC2=CC=CC=C2C(=C1)OCC1=CC=C(C=C1)C=1C(=CC=CC1)C(=O)O (4'-[(2-ethylquinolin-4-yloxy)methyl]biphenyl-2-carboxylic acid). Isolated yield 69.3%. As a reaction SMILES: [OH-].[Na+].[CH2:3]([C:5]1[CH:14]=[C:13]([O:15][CH2:16][C:17]2[CH:22]=[CH:21][C:20]([C:23]3[C:24]([C:29]([O:31]C)=[O:30])=[CH:25][CH:26]=[CH:27][CH:28]=3)=[CH:19][CH:18]=2)[C:12]2[C:7](=[CH:8][CH:9]=[CH:10][CH:11]=2)[N:6]=1)[CH3:4]>C(O)C>[CH2:3]([C:5]1[CH:14]=[C:13]([O:15][CH2:16][C:17]2[CH:22]=[CH:21][C:20]([C:23]3[C:24]([C:29]([OH:31])=[O:30])=[CH:25][CH:26]=[CH:27][CH:28]=3)=[CH:19][CH:18]=2)[C:12]2[C:7](=[CH:8][CH:9]=[CH:10][CH:11]=2)[N:6]=1)[CH3:4] |f:0.1|. Reported procedure: 1.25M sodium hydroxide solution (2.4 ml) was added to a solution of methyl 4'-[(2-ethylquinolin-4-yloxy)methyl]biphenyl-2- carboxylate (A) (380 mg) in ethanol (5 ml). The solution was heated under reflux for 2 hours and then volatile material was removed by evaporation. The residue was dissolved in water (30 ml) and the solution acidified to pH 4 with 2M hydrochloric acid. The precipitated solid was a collected, dried under high vacuum and recrystallised from ethanol to give 4'-[(2-ethylquinolin... Starting materials: O=C1Cc2cc(S(=O)(=O)Cl)ccc2N1, ClCCl, Fc1ccc2c(c1)CCN2, c1ccncc1. Product: O=C1Cc2cc(S(=O)(=O)N3CCc4cc(F)ccc43)ccc2N1. RXN SMILES: [Cl:11][S:12](=[O:13])(=[O:14])[c:15]1[cH:16][c:17]2[c:21]([cH:22][cH:23]1)[NH:20][C:19](=[O:24])[CH2:18]2.[Cl:31][CH2:32][Cl:33].[F:1][c:2]1[cH:3][c:4]2[c:8]([cH:9][cH:10]1)[NH:7][CH2:6][CH2:5]2.[cH:25]1[cH:26][cH:27][n:28][cH:29][cH:30]1>>[F:1][c:2]1[cH:3][c:4]2[c:8]([cH:9][cH:10]1)[N:7]([S:12](=[O:13])(=[O:14])[c:15]1[cH:16][c:17]3[c:21]([cH:22][cH:23]1)[NH:20][C:19](=[O:24])[CH2:18]3)[CH2:6][CH2:5]2.